This data is from the Open Reaction Database (ORD), a public repository of structured organic reaction records. The task is: describe an organic reaction: reactants, conditions, products, and yield Starting materials: ClC1=C(CN)C=C(C=C1)Cl (2,5-dichlorobenzylamine), C(CCC)OC=1C(C(C1NC(C)(C)C)=O)=O (3-butoxy-4-tert-butylamino-cyclobut-3-ene-1,2-dione), cream-colored solid. Solvent: O1CCCC1 (tetrahydrofuran). The product is C(C)(C)(C)NC=1C(C(C1NCC1=C(C=CC(=C1)Cl)Cl)=O)=O (3-tert-Butylamino-4-(2,5-dichloro-benzylamino)-cyclobut-3-ene-1,2-dione). Yield: 52.1%. As a reaction SMILES: [Cl:1][C:2]1[CH:9]=[CH:8][C:7]([Cl:10])=[CH:6][C:3]=1[CH2:4][NH2:5].C([O:15][C:16]1[C:17](=[O:26])[C:18](=O)[C:19]=1[NH:20][C:21]([CH3:24])([CH3:23])[CH3:22])CCC>O1CCCC1>[C:21]([NH:20][C:19]1[C:16](=[O:15])[C:17](=[O:26])[C:18]=1[NH:5][CH2:4][C:3]1[CH:6]=[C:7]([Cl:10])[CH:8]=[CH:9][C:2]=1[Cl:1])([CH3:24])([CH3:22])[CH3:23]. Reported procedure: Employing the procedure of Example 2, Step 4, and a reaction period of 23 hours, 2,5-dichlorobenzylamine (0.88 g, 5 mmol) and 3-butoxy-4-tert-butylamino-cyclobut-3-ene-1,2-dione (1. 13 g, 5 mmol) in tetrahydrofuran (15 mL ) were converted to 1.52 g of a cream-colored solid. Recrystallization of this material from acetonitrile (twice) and from methanol provided 0.853 g of the tide compound as a white solid: mp 236° C. (softens 216° C.). MS (m/z) 326/328/330 (M+). Run in CO (methanol). Reagents/catalysts: O.O.O.O.O.O.[Ni](Cl)Cl (nickel chloride hexahydrate). Yield: 94.6%. The reactants are [N+](=O)([O-])C=1C=C(C=CC1)C(N[C@@H](C)C1=CC=CC=C1)C1=CC(=C(C=C1)C)C (N-[(3-nitrophenyl)-(3,4-dimethylphenyl)methyl]-N-[(S)-1-phenylethyl]amine), [BH4-].[Na+] (sodium borohydride). RXN SMILES: [N+:1]([C:4]1[CH:5]=[C:6]([CH:10]([C:20]2[CH:25]=[CH:24][C:23]([CH3:26])=[C:22]([CH3:27])[CH:21]=2)[NH:11][C@H:12]([C:14]2[CH:19]=[CH:18][CH:17]=[CH:16][CH:15]=2)[CH3:13])[CH:7]=[CH:8][CH:9]=1)([O-])=O.[BH4-].[Na+]>CO.O.O.O.O.O.O.[Ni](Cl)Cl>[CH3:27][C:22]1[CH:21]=[C:20]([CH:10]([NH:11][C@H:12]([C:14]2[CH:15]=[CH:16][CH:17]=[CH:18][CH:19]=2)[CH3:13])[C:6]2[CH:5]=[C:4]([NH2:1])[CH:9]=[CH:8][CH:7]=2)[CH:25]=[CH:24][C:23]=1[CH3:26] |f:1.2,4.5.6.7.8.9.10|. The product is CC=1C=C(C=CC1C)C(C=1C=C(C=CC1)N)N[C@@H](C)C1=CC=CC=C1 (3-{(3,4-Dimethylphenyl)-[(S)-1-phenylethylamino]methyl}phenylamine). Procedure details: In a similar manner to that described in Example (1b), a solution of isomer A of N-[(3-nitrophenyl)-(3,4-dimethylphenyl)methyl]-N-[(S)-1-phenylethyl]amine (1.10 g) [prepared as described in step (a) above] in methanol (20 ml), nickel chloride hexahydrate (1.45 g) and sodium borohydride (469 mg) were reacted, to afford isomer A of the title compound (954 mg) as a yellow oil. The reactants are CC(=O)Nc1nc(-c2cccc(Br)c2)c[nH]1, CO, Cl, O. Product: Nc1nc(-c2cccc(Br)c2)c[nH]1. As a reaction SMILES: [Br:1][c:2]1[cH:3][c:4](-[c:8]2[n:9][c:10]([NH:13][C:14](=[O:15])[CH3:16])[nH:11][cH:12]2)[cH:5][cH:6][cH:7]1.[CH3:18][OH:19].[ClH:17].[OH2:20]>>[Br:1][c:2]1[cH:3][c:4](-[c:8]2[n:9][c:10]([NH2:13])[nH:11][cH:12]2)[cH:5][cH:6][cH:7]1. Reactants: N1C(C2(C3=CC=CC=C13)COC=1C2=CC2=C(OCO2)C1)=O (spiro[furo[2,3-f][1,3]benzodioxole-7,3′-indol]-2′(1′H)-one), BrCC=1OC(=CC1)C(F)(F)F (2-(bromomethyl)-5-(trifluoromethyl)furan), BrC1=C2C3(C(NC2=CC=C1)=O)COC=1C3=CC3=C(OCO3)C1 (4′-bromospiro[furo[2,3-f][1,3]benzodioxole-7,3′-indol]-2′(1′H)-one), ClCC=1OC(=CC1)C1=CC(=CC=C1)Cl (2-(chloromethyl)-5-[3-chlorophenyl]furan). The product is ClC=1C=C(C=CC1)C1=CC=C(O1)CN1C(C2(C3=CC=CC=C13)COC=1C2=CC2=C(OCO2)C1)=O (1′-{[5-(3-chlorophenyl)-2-furyl]methyl}spiro[furo[2,3-f][1,3]benzodioxole-7,3′-indol]-2′(1′H)-one). RXN SMILES: [NH:1]1[C:9]2[C:4](=[CH:5][CH:6]=[CH:7][CH:8]=2)[C:3]2([C:13]3=[CH:14][C:15]4[O:19][CH2:18][O:17][C:16]=4[CH:20]=[C:12]3[O:11][CH2:10]2)[C:2]1=[O:21].BrC1C=CC=C2C=1C1(C3=CC4OCOC=4C=C3OC1)C(=O)N2.Cl[CH2:45][C:46]1[O:47][C:48]([C:51]2[CH:56]=[CH:55][CH:54]=[C:53]([Cl:57])[CH:52]=2)=[CH:49][CH:50]=1.BrCC1OC(C(F)(F)F)=CC=1>>[Cl:57][C:53]1[CH:52]=[C:51]([C:48]2[O:47][C:46]([CH2:45][N:1]3[C:9]4[C:4](=[CH:5][CH:6]=[CH:7][CH:8]=4)[C:3]4([C:13]5=[CH:14][C:15]6[O:19][CH2:18][O:17][C:16]=6[CH:20]=[C:12]5[O:11][CH2:10]4)[C:2]3=[O:21])=[CH:50][CH:49]=2)[CH:56]=[CH:55][CH:54]=1. Procedure details: Following the procedure described in EXAMPLE 10.47, and making non-critical variations using spiro[furo[2,3-f][1,3]benzodioxole-7,3′-indol]-2′(1′H)-one to replace 4′-bromospiro[furo[2,3-f][1,3]benzodioxole-7,3′-indol]-2′(1′H)-one, and 2-(chloromethyl)-5-[3-chlorophenyl]furan to replace 2-(bromomethyl)-5-(trifluoromethyl)furan, the title compound was obtained (22%) as a colorless solid: mp 205-207° C.; 1H NMR (300 MHz, CDCl3) δ 7.55 (t, 1H), 7.46 (dt, 1H), 7.28 (d, 2H), 7.21-7.14 (m, 2H), 7.09-7.... The reactants are C(C)OC(=O)C1C(COCC1)=O (3-oxo-tetrahydro-pyran-4-carboxylic acid ethyl ester), C[C@H](C1=CC=CC=C1)N (R-(+)-α-methylbenzylamine). Reagents/catalysts: O.C1(=CC=C(C=C1)S(=O)(=O)O)C (p-toluenesulfonic acid hydrate). Run in C1=CC=CC=C1 (benzene). Product: C(C)OC(=O)C=1CCOCC1N[C@H](C)C1=CC=CC=C1 ((R)-5-(1-Phenyl-ethylamino)-3,6-dihydro-2H-pyran-4-carboxylic acid ethyl ester). Isolated yield 104.2%. As a reaction SMILES: [CH2:1]([O:3][C:4]([CH:6]1[CH2:11][CH2:10][O:9][CH2:8][C:7]1=O)=[O:5])[CH3:2].[CH3:13][C@@H:14]([NH2:21])[C:15]1[CH:20]=[CH:19][CH:18]=[CH:17][CH:16]=1>C1C=CC=CC=1.O.C1(C)C=CC(S(O)(=O)=O)=CC=1>[CH2:1]([O:3][C:4]([C:6]1[CH2:11][CH2:10][O:9][CH2:8][C:7]=1[NH:21][C@@H:14]([C:15]1[CH:20]=[CH:19][CH:18]=[CH:17][CH:16]=1)[CH3:13])=[O:5])[CH3:2] |f:3.4|. Reported procedure: A solution of 3-oxo-tetrahydro-pyran-4-carboxylic acid ethyl ester (3.03 g, 17.6 mmol), R-(+)-α-methylbenzylamine (2.35 g, 19.4 mmol) and p-toluenesulfonic acid hydrate (67 mg, 230 μmol) in benzene (60 mL) was heated at reflux under a Dean-Stark trap for 16 h. The cooled mixture was concentrated in vacuo to provide the product as a yellow oily semisolid (5.05 g), used without further purification. The reactants are C1(=CC=CC=C1)OC (anisole), FC(C(=O)O)(F)F (trifluoroacetic acid), C(C)(C)(C)OC(=O)N1CC=2N(C3=CC=CC=C3C2CC1)C (2-t-butoxycarbonyl-9-methyl-2,3,4,9-tetrahydro-1H-pyrido[3,4-b]indole). Solvent: ClCCl (dichloromethane). Conditions: time 4 hour. Yields the product CN1C2=C(C3=CC=CC=C13)CCNC2 (9-methyl-2,3,4,9-tetrahydro-1H-pyrido[3,4-b]indole), FC(C(=O)[O-])(F)F (trifluoroacetate). As a reaction SMILES: C1(OC)C=CC=CC=1.[F:9][C:10]([F:15])([F:14])[C:11]([OH:13])=[O:12].C(OC([N:23]1[CH2:35][CH2:34][C:33]2[C:32]3[C:27](=[CH:28][CH:29]=[CH:30][CH:31]=3)[N:26]([CH3:36])[C:25]=2[CH2:24]1)=O)(C)(C)C>ClCCl>[CH3:36][N:26]1[C:27]2[C:32](=[CH:31][CH:30]=[CH:29][CH:28]=2)[C:33]2[CH2:34][CH2:35][NH:23][CH2:24][C:25]1=2.[F:9][C:10]([F:15])([F:14])[C:11]([O-:13])=[O:12]. Reported procedure: A 1 ml portion of anisole and 0.7 ml of trifluoroacetic acid were added to 7 ml of dichloromethane solution containing 200 mg (0.70 mmol) portion of 2-t-butoxycarbonyl-9-methyl-2,3,4,9-tetrahydro-1H-pyrido[3,4-b]indole and stirred at room temperature for 4 hours. The solvent was removed by evaporation under a reduced pressure and the residue was recrystallized from acetone-diisopropyl ether to obtain 9-methyl-2,3,4,9-tetrahydro-1H-pyrido[3,4-b]indole quantitatively as trifluoroacetate.